This data is from the Open Reaction Database (ORD), a public repository of structured organic reaction records. The task is: describe an organic reaction: reactants, conditions, products, and yield Reactants: OC[C@H]1OCC[C@@H]1O ((2R,3S)-2-(hydroxymethyl)tetrahydrofuran-3-ol), C1(=CC=C(C=C1)S(=O)(=O)Cl)C (p-Toluenesulfonyl chloride). Solvent: N1=CC=CC=C1 (pyridine). Product: CC1=CC=C(C=C1)S(=O)(=O)OC[C@H]1OCC[C@@H]1O ([(2R,3S)-3-hydroxytetrahydrofuran-2-yl]methyl 4-methylbenzenesulfonate). Yield: 97.9%. As a reaction SMILES: [OH:1][CH2:2][C@@H:3]1[C@@H:7]([OH:8])[CH2:6][CH2:5][O:4]1.[C:9]1([CH3:19])[CH:14]=[CH:13][C:12]([S:15](Cl)(=[O:17])=[O:16])=[CH:11][CH:10]=1>N1C=CC=CC=1>[CH3:19][C:9]1[CH:14]=[CH:13][C:12]([S:15]([O:1][CH2:2][C@@H:3]2[C@@H:7]([OH:8])[CH2:6][CH2:5][O:4]2)(=[O:17])=[O:16])=[CH:11][CH:10]=1. Procedure details: (2R,3S)-2-(hydroxymethyl)tetrahydrofuran-3-ol (1.59 g, 13.46 mmol) (prepared as described in Chenault, K. H.; Mandes, R. F. Tetrahedron, 1997, 53(32), 11033-11038) is dissolved in dry pyridine (15 mL) and the solution cooled to −40° C. in a dry ice/acetone bath for 30 min. p-Toluenesulfonyl chloride (2.58 g, 13.51 mmol) is added slowly over 5 min and the solution allowed to warm up to room temperature over 4 h. The solution is concentrated to provide 3.59 g (86%) of the title compound which is u... Starting materials: ClC1=C(N=C(S1)NC=O)CSC1=CC=NC=C1 (5-chloro-2-formylamino-4-(4-pyridylthiomethyl)thiazole), O1CCCC1 (tetrahydrofuran), Cl (hydrochloric acid). The solvent is C(C)O (ethanol). Conditions: time 4 hour. Yields the product NC=1SC(=C(N1)CSC1=CC=NC=C1)Cl (2-amino-5-chloro-4-(4-pyridylthiomethyl)thiazole). Isolated yield 5.9%. Reaction SMILES: [Cl:1][C:2]1[S:6][C:5]([NH:7]C=O)=[N:4][C:3]=1[CH2:10][S:11][C:12]1[CH:17]=[CH:16][N:15]=[CH:14][CH:13]=1.O1CCCC1.Cl>C(O)C>[NH2:7][C:5]1[S:6][C:2]([Cl:1])=[C:3]([CH2:10][S:11][C:12]2[CH:17]=[CH:16][N:15]=[CH:14][CH:13]=2)[N:4]=1. Procedure details: A solution of 5-chloro-2-formylamino-4-(4-pyridylthiomethyl)thiazole (4.9 g) in a mixture of ethanol (25 ml), tetrahydrofuran (20 ml) and concentrated hydrochloric acid (7 ml) was stirred at room temperature for 4 hours. The reaction mixture was concentrated under reduced pressure and the residue was dissolved in water. The solution was adjusted to pH 8 using aqueous sodium bicarbonate under ice-cooling. The precipitates were collected by filtration, washed with water and dried in vacuo to give ... The reactants are COS(=O)(=O)OC (Me2SO4), C1CCOC1 (THF), C1(C=CC(C2=CC=CC=C12)=O)=O (1,4-naphthoquinone), [H-].[Na+] (NaH), COS(=O)(=O)OC (Me2SO4), C1CCOC1 (THF). The reagents and catalysts are [Pd] (Pd/C). Solvent: hexanes. Conditions: time 4 hour. Yields the product COC1=CC=C(C2=CC=CC=C12)OC (1,4-dimethoxynaphthalene). Isolated yield 99.0%. Reaction SMILES: [C:1]1(=O)[C:10]2[C:5](=[CH:6][CH:7]=[CH:8][CH:9]=2)[C:4](=[O:11])[CH:3]=[CH:2]1.[H-].[Na+].COS([O:20][CH3:21])(=O)=O.[CH2:22]1COCC1>[Pd]>[CH3:22][O:11][C:4]1[C:5]2[C:10](=[CH:9][CH:8]=[CH:7][CH:6]=2)[C:1]([O:20][CH3:21])=[CH:2][CH:3]=1 |f:1.2|. Reported procedure: Following the procedure of Evans et al.,23 1,4-naphthoquinone (31, 10.00 g, 63.20 mmol) and Pd/C (10 wt %, 0.994 g) were added to a flame-dried 500 mL round bottom flask at room temperature under Argon. THF (250.0 mL) was then added at room temperature, the reaction vessel was covered in foil, and then purged with H2 for 10 minutes. A balloon filled with H2 was attached and the reaction stirred for 4 hrs at room temperature. The reaction was then purged with Argon before adding NaH (5.66 g, 142 ... The reactants are C#CCBr, COC(=O)CCc1ccc(C#Cc2cccc(O)c2)cc1. The product is C#CCOc1cccc(C#Cc2ccc(CCC(=O)OC)cc2)c1. RXN SMILES: [Br:22][CH2:23][C:24]#[CH:25].[OH:1][c:2]1[cH:3][c:4]([C:8]#[C:9][c:10]2[cH:11][cH:12][c:13]([CH2:16][CH2:17][C:18](=[O:19])[O:20][CH3:21])[cH:14][cH:15]2)[cH:5][cH:6][cH:7]1>>[O:1]([c:2]1[cH:3][c:4]([C:8]#[C:9][c:10]2[cH:11][cH:12][c:13]([CH2:16][CH2:17][C:18](=[O:19])[O:20][CH3:21])[cH:14][cH:15]2)[cH:5][cH:6][cH:7]1)[CH2:25][C:24]#[CH:23]. The yield is 30.9%. The reactants are alkylamines, C=CC (propylene), II, amines, Triethyl- and tributylamine, C(C(C)C)O (isobutanol), C=CC (propylene). Procedure details: Three more runs were made with the same catalyst in the presence of alkylamines. Details of these runs are tabulated in Table I and II. Triethyl- and tributylamine were used in these reactions. The level of catalytic activity based on the apparent conversion of propylene was maintained well through these runs, and showed an increase in catalytic activity in the presence of amines. In the last run, 20 g. of propylene was reacted in 50% conversion to yield 30.9% isobutanol, 56.6% n-butanal, 1.6% i... Yields the product C(CCC)=O (n-butanal), unknown products, C(C(C)C)O (isobutanol). As a reaction SMILES: [CH2:1]=CC.[CH2:4]([OH:8])[CH:5]([CH3:7])[CH3:6]>C(O)CCC>[CH:4](=[O:8])[CH2:5][CH2:6][CH3:1].[CH2:4]([OH:8])[CH:5]([CH3:7])[CH3:6]. Run in C(CCC)O (n-butanol). Reactants: C(#C)C1=CC=C(C=C1)[C@@H]1CC[Si@H](CC1)CCC (trans-4-(p-ethynylphenyl)-1-n-propyl-1-silacyclohexane), ICCC1=CC=CC=C1 (p-iodoethylbenzene). Reagents/catalysts: [Pd].C1(=CC=CC=C1)P(C1=CC=CC=C1)C1=CC=CC=C1.C1(=CC=CC=C1)P(C1=CC=CC=C1)C1=CC=CC=C1.C1(=CC=CC=C1)P(C1=CC=CC=C1)C1=CC=CC=C1.C1(=CC=CC=C1)P(C1=CC=CC=C1)C1=CC=CC=C1 (tetrakis (triphenylphosphine) palladium (0)), [Cu]I (copper (I) iodide). Run in C(C)N(CC)CC (triethylamine). Reaction conditions: time 20 hour. Yields the product C(CC)[Si@@H]1CC[C@H](CC1)C1=CC=C(C=C1)C#CC1=CC=C(C=C1)CC (4-(trans-4-n-propyl-4-silacyclohexyl)-4'-ethyltolane). Isolated yield 75.0%. RXN SMILES: [C:1]([C:3]1[CH:8]=[CH:7][C:6]([C@H:9]2[CH2:14][CH2:13][Si@H:12]([CH2:15][CH2:16][CH3:17])[CH2:11][CH2:10]2)=[CH:5][CH:4]=1)#[CH:2].I[CH2:19][CH2:20][C:21]1[CH:26]=[CH:25][CH:24]=[CH:23][CH:22]=1>[Pd].C1(P(C2C=CC=CC=2)C2C=CC=CC=2)C=CC=CC=1.C1(P(C2C=CC=CC=2)C2C=CC=CC=2)C=CC=CC=1.C1(P(C2C=CC=CC=2)C2C=CC=CC=2)C=CC=CC=1.C1(P(C2C=CC=CC=2)C2C=CC=CC=2)C=CC=CC=1.[Cu]I.C(N(CC)CC)C>[CH2:15]([Si@H:12]1[CH2:11][CH2:10][C@H:9]([C:6]2[CH:7]=[CH:8][C:3]([C:1]#[C:2][C:24]3[CH:25]=[CH:26][C:21]([CH2:20][CH3:19])=[CH:22][CH:23]=3)=[CH:4][CH:5]=2)[CH2:14][CH2:13]1)[CH2:16][CH3:17] |f:2.3.4.5.6|. Reported procedure: 100 mg of tetrakis (triphenylphosphine) palladium (0) and 50 mg of copper (I) iodide were added to a mixture of 1.21 g (5.00 mmol) of trans-4-(p-ethynylphenyl)-1-n-propyl-1-silacyclohexane, 1.50 g (6.46 mmol) of p-iodoethylbenzene and 30 ml of triethylamine. The reaction mixture was stirred for 20 hours at room temperature. After a conventional after treatment, purification was conducted by means of silica-gel column chromatography to obtain 1.30 g (yield 75%) of the target product.